This data is from the Open Reaction Database (ORD), a public repository of structured organic reaction records. The task is: describe an organic reaction: reactants, conditions, products, and yield The reactants are ClC1=C(C=CC(=C1)Cl)O (2,4-dichlorophenol), [H-].[Na+] (sodium hydride), S(=O)(=O)(C1=CC=C(C)C=C1)OCC1OC=CCC1 (2-tosyloxymethyl-3,4-dihydro-2H-pyran), C([O-])(O)=O.[Na+] (sodium bicarbonate). Solvent: CN(C=O)C (dimethylformamide), CN(C=O)C (dimethylformamide). The product is ClC1=C(OCC2OC=CCC2)C=CC(=C1)Cl (2-(2,4-dichlorophenoxymethyl)-3,4-dihydro-2H-pyran). Yield: 76.1%. Reaction SMILES: [Cl:1][C:2]1[CH:7]=[C:6]([Cl:8])[CH:5]=[CH:4][C:3]=1[OH:9].[H-].[Na+].S(O[CH2:23][CH:24]1[CH2:29][CH2:28][CH:27]=[CH:26][O:25]1)(C1C=CC(C)=CC=1)(=O)=O.C(=O)(O)[O-].[Na+]>CN(C)C=O>[Cl:1][C:2]1[CH:7]=[C:6]([Cl:8])[CH:5]=[CH:4][C:3]=1[O:9][CH2:23][CH:24]1[CH2:29][CH2:28][CH:27]=[CH:26][O:25]1 |f:1.2,4.5|. Procedure: A solution of 359 mg of 2,4-dichlorophenol in 3 ml of dimethylformamide was stirred with 96 mg of 55% sodium hydride at room temperature for 30 minutes. A solution of 536 mg of 2-tosyloxymethyl-3,4-dihydro-2H-pyran in 2 ml of dimethylformamide was then added, and the mixture was heated at 80°-90° C. for 2 hours. The reaction mixture was then cooled and poured onto a mixture of ice and sodium bicarbonate. The mixture was extracted with diethyl ether and the extract was dried over anhydrous potass... Reactants: C(C1=CC=CC=C1)NCC1=C(C=CC(=C1)C(F)(F)F)C=1C(=NC=C(C1)Br)OC (Benzyl-[2-(5-bromo-2-methoxy-pyridin-3-yl)-5-trifluoromethyl-benzyl]-amine), C(C)(=O)Cl (acetyl chloride). The product is C(C1=CC=CC=C1)N(C(C)=O)CC1=C(C=CC(=C1)C(F)(F)F)C=1C(=NC=C(C1)Br)OC (N-benzyl-N-[2-(5-bromo-2-methoxy-pyridin-3-yl)-5-trifluoromethyl-benzyl]-acetamide). Reaction SMILES: [CH2:1]([NH:8][CH2:9][C:10]1[CH:15]=[C:14]([C:16]([F:19])([F:18])[F:17])[CH:13]=[CH:12][C:11]=1[C:20]1[C:21]([O:27][CH3:28])=[N:22][CH:23]=[C:24]([Br:26])[CH:25]=1)[C:2]1[CH:7]=[CH:6][CH:5]=[CH:4][CH:3]=1.[C:29](Cl)(=[O:31])[CH3:30]>>[CH2:1]([N:8]([CH2:9][C:10]1[CH:15]=[C:14]([C:16]([F:19])([F:17])[F:18])[CH:13]=[CH:12][C:11]=1[C:20]1[C:21]([O:27][CH3:28])=[N:22][CH:23]=[C:24]([Br:26])[CH:25]=1)[C:29](=[O:31])[CH3:30])[C:2]1[CH:7]=[CH:6][CH:5]=[CH:4][CH:3]=1. Procedure details: Benzyl-[2-(5-bromo-2-methoxy-pyridin-3-yl)-5-trifluoromethyl-benzyl]-amine and acetyl chloride were reacted as described in Example 11, Step 2 to provide N-benzyl-N-[2-(5-bromo-2-methoxy-pyridin-3-yl)-5-trifluoromethyl-benzyl]-acetamide.